Dataset: the Open Reaction Database (ORD), a public repository of structured organic reaction records. Task: describe an organic reaction: reactants, conditions, products, and yield Reactants: N (ammonia), [I-].[K+] (potassium iodide), COC(C1=C(C=CC(=C1)Cl)N1C(=NN=C1C)CCl)=O (5-chloro-2-[3-(chloromethyl)-5-methyl-4H-1,2,4-triazol-4-yl]benzoic acid methyl ester), ice. The solvent is O1CCCC1 (tetrahydrofuran), CO (methanol). Conditions: time 18 hour. Yields the product ClC=1C=CC2=C(C(NCC=3N2C(=NN3)C)=O)C1 (8-Chloro-5,6-dihydro-1-methyl-4H-s-triazolo[4,3-a][1,4]benzodiazepin-6-one). RXN SMILES: CO[C:3](=[O:19])[C:4]1[CH:9]=[C:8]([Cl:10])[CH:7]=[CH:6][C:5]=1[N:11]1[C:15]([CH3:16])=[N:14][N:13]=[C:12]1[CH2:17]Cl.[NH3:20].[I-].[K+]>O1CCCC1.CO>[Cl:10][C:8]1[CH:7]=[CH:6][C:5]2[N:11]3[C:15]([CH3:16])=[N:14][N:13]=[C:12]3[CH2:17][NH:20][C:3](=[O:19])[C:4]=2[CH:9]=1 |f:2.3|. Reported procedure: A stirred solution of 5-chloro-2-[3-(chloromethyl)-5-methyl-4H-1,2,4-triazol-4-yl]benzoic acid methyl ester (VIb)(300 mg., 1 mmole) in tetrahydrofuran (THF) (10 ml.) was cooled, under nitrogen, in an ice bath and treated with 8 ml. of a saturated solution of ammonia in methanol. The mixture was kept in the ice bath for 20 minutes and at ambient temperature for one hour. At this time there was no reaction by thin layer chromatography (TLC). The mixture was therefore treated with potassium iodide ...